Dataset: the Open Reaction Database (ORD), a public repository of structured organic reaction records. Task: describe an organic reaction: reactants, conditions, products, and yield Starting materials: CC1(OB(OC1(C)C)C1=CC(=C(OCC2=CC=NC=C2)C=C1)C(F)(F)F)C (4-((4-(4,4,5,5-tetramethyl-1,3,2-dioxaborolan-2-yl)-2-(trifluoromethyl)phenoxy)methyl)pyridine), NC=1C(=NC(=CC1NC)Cl)C#N (3-amino-6-chloro-4-(methylamino)-picolinonitrile), C1(CCCCC1)P(C1CCCCC1)C1CCCCC1 (tricyclohexylphosphine), P(=O)([O-])([O-])[O-].[K+].[K+].[K+] (potassium phosphate). Reagents/catalysts: C=1C=CC(=CC1)/C=C/C(=O)/C=C/C2=CC=CC=C2.C=1C=CC(=CC1)/C=C/C(=O)/C=C/C2=CC=CC=C2.C=1C=CC(=CC1)/C=C/C(=O)/C=C/C2=CC=CC=C2.[Pd].[Pd] (tris(dibenzylideneacetone)dipalladium). The solvent is O1CCOCC1 (1,4-dioxane), O (water). Conditions: temperature 100 celsius, time 2 hour. The product is NC=1C(=NC(=CC1NC)C1=CC(=C(C=C1)OCC1=CC=NC=C1)C(F)(F)F)C#N (3-Amino-4-(methylamino)-6-(4-(pyridin-4-ylmethoxy)-3-(trifluoromethyl)-phenyl)picolinonitrile). The yield is 29.4%. As a reaction SMILES: CC1(C)C(C)(C)OB([C:9]2[CH:22]=[CH:21][C:12]([O:13][CH2:14][C:15]3[CH:20]=[CH:19][N:18]=[CH:17][CH:16]=3)=[C:11]([C:23]([F:26])([F:25])[F:24])[CH:10]=2)O1.[NH2:28][C:29]1[C:30]([C:38]#[N:39])=[N:31][C:32](Cl)=[CH:33][C:34]=1[NH:35][CH3:36].C1(P(C2CCCCC2)C2CCCCC2)CCCCC1.P([O-])([O-])([O-])=O.[K+].[K+].[K+]>O1CCOCC1.O.C1C=CC(/C=C/C(/C=C/C2C=CC=CC=2)=O)=CC=1.C1C=CC(/C=C/C(/C=C/C2C=CC=CC=2)=O)=CC=1.C1C=CC(/C=C/C(/C=C/C2C=CC=CC=2)=O)=CC=1.[Pd].[Pd]>[NH2:28][C:29]1[C:30]([C:38]#[N:39])=[N:31][C:32]([C:9]2[CH:22]=[CH:21][C:12]([O:13][CH2:14][C:15]3[CH:16]=[CH:17][N:18]=[CH:19][CH:20]=3)=[C:11]([C:23]([F:24])([F:25])[F:26])[CH:10]=2)=[CH:33][C:34]=1[NH:35][CH3:36] |f:3.4.5.6,9.10.11.12.13|. Procedure details: A suspension of 4-((4-(4,4,5,5-tetramethyl-1,3,2-dioxaborolan-2-yl)-2-(trifluoromethyl)phenoxy)methyl)pyridine (1.39 g), 3-amino-6-chloro-4-(methylamino)-picolinonitrile (0.669 g), tris(dibenzylideneacetone)dipalladium (0) (173 mg), tricyclohexylphosphine (127 mg) and potassium phosphate (1.621 g) in 1,4-dioxane (15 ml) and water (7.5 ml) was stirred at 100° C. for 2 h. The reaction mixture was cooled, filtered to remove insoluble precipitate. The precipitate was dried in vacuum oven to give 430... Starting materials: Cl.C(C1=CC=CC=C1)OC[C@H](N)C(=O)N[C@@H](CC(O)=O)C(=O)N1[C@H](C(=O)N[C@@H](CCCNC(N)=N)C(=O)O)CCC1 (O-benzyl-L-seryl-L-aspartyl-L-prolyl-L-arginine hydrochloride), [N+](=O)([O-])C1=CC=C(C=C1)OC([C@@H](NC(=O)OCC1=CC=CC=C1)C(C(=O)O)CC1=CC=CC=C1)=O (N-carbobenzoxy-β-benzyl-L-aspartic acid p-nitrophenyl ester). The product is C(=O)(OCC1=CC=CC=C1)N[C@@H](CC(OCC1=CC=CC=C1)=O)C(=O)N[C@@H](COCC1=CC=CC=C1)C(=O)N[C@@H](CC(O)=O)C(=O)N1[C@H](C(=O)N[C@@H](CCCNC(N)=N)C(=O)O)CCC1 (N-carbobenzoxy-O-benzyl-L-aspartyl-O-benzyl-L-seryl-L-aspartyl-L-prolyl-L-arginine). Reaction SMILES: Cl.[CH2:2]([O:9][CH2:10][C@@H:11]([C:13]([NH:15][C@H:16]([C:21]([N:23]1[CH2:41][CH2:40][CH2:39][C@H:24]1[C:25]([NH:27][C@H:28]([C:36]([OH:38])=[O:37])[CH2:29][CH2:30][CH2:31][NH:32][C:33](=[NH:35])[NH2:34])=[O:26])=[O:22])[CH2:17][C:18](=[O:20])[OH:19])=[O:14])[NH2:12])[C:3]1[CH:8]=[CH:7][CH:6]=[CH:5][CH:4]=1.[N+](C1C=CC(O[C:52](=[O:76])[C@H:53]([CH:65](CC2C=CC=CC=2)[C:66]([OH:68])=[O:67])[NH:54][C:55]([O:57][CH2:58][C:59]2[CH:64]=[CH:63][CH:62]=[CH:61][CH:60]=2)=[O:56])=CC=1)([O-])=O>>[C:55]([NH:54][C@H:53]([C:52]([NH:12][C@H:11]([C:13]([NH:15][C@H:16]([C:21]([N:23]1[CH2:41][CH2:40][CH2:39][C@H:24]1[C:25]([NH:27][C@H:28]([C:36]([OH:38])=[O:37])[CH2:29][CH2:30][CH2:31][NH:32][C:33](=[NH:34])[NH2:35])=[O:26])=[O:22])[CH2:17][C:18](=[O:19])[OH:20])=[O:14])[CH2:10][O:9][CH2:2][C:3]1[CH:4]=[CH:5][CH:6]=[CH:7][CH:8]=1)=[O:76])[CH2:65][C:66](=[O:67])[O:68][CH2:2][C:3]1[CH:8]=[CH:7][CH:6]=[CH:5][CH:4]=1)([O:57][CH2:58][C:59]1[CH:60]=[CH:61][CH:62]=[CH:63][CH:64]=1)=[O:56] |f:0.1|. Procedure details: A method which comprises reacting O-benzyl-L-seryl-L-aspartyl-L-prolyl-L-arginine hydrochloride with N-carbobenzoxy-β-benzyl-L-aspartic acid p-nitrophenyl ester to give N-carbobenzoxy-O-benzyl-L-aspartyl-O-benzyl-L-seryl-L-aspartyl-L-prolyl-L-arginine. Starting materials: O=C([O-])[O-], CN1CCCC1=O, [Cl-], CCCC(c1ccc(C(=O)NCCC(=O)OC(C)(C)C)cc1)C(c1ccc(Cl)cc1)c1n[nH]c2c(Cl)cc(C(F)(F)F)cc12, [Cs+], [Cs+], [Na+]. Product: CCCC(c1ccc(C(=O)NCCC(=O)OC(C)(C)C)cc1)C(c1ccc(Cl)cc1)c1c2cc(C(F)(F)F)cc(Cl)c2nn1C. As a reaction SMILES: [C:45](=[O:46])([O-:47])[O-:48].[CH3:51][N:52]1[CH2:53][CH2:54][CH2:55][C:56]1=[O:57].[Cl-:58].[Cl:1][c:2]1[cH:3][cH:4][c:5]([CH:8]([CH:9]([CH2:10][CH2:11][CH3:12])[c:13]2[cH:14][cH:15][c:16]([C:17](=[O:18])[NH:19][CH2:20][CH2:21][C:22](=[O:23])[O:24][C:25]([CH3:26])([CH3:27])[CH3:28])[cH:29][cH:30]2)[c:31]2[n:32][nH:33][c:34]3[c:35]([Cl:44])[cH:36][c:37]([C:40]([F:41])([F:42])[F:43])[cH:38][c:39]23)[cH:6][cH:7]1.[Cs+:49].[Cs+:50].[Na+:59]>>[Cl:1][c:2]1[cH:3][cH:4][c:5]([CH:8]([CH:9]([CH2:10][CH2:11][CH3:12])[c:13]2[cH:14][cH:15][c:16]([C:17](=[O:18])[NH:19][CH2:20][CH2:21][C:22](=[O:23])[O:24][C:25]([CH3:26])([CH3:27])[CH3:28])[cH:29][cH:30]2)[c:31]2[n:32]([CH3:45])[n:33][c:34]3[c:35]([Cl:44])[cH:36][c:37]([C:40]([F:41])([F:42])[F:43])[cH:38][c:39]23)[cH:6][cH:7]1. Reaction SMILES: [CH2:20]([CH3:21])[O:22][c:23]1[cH:24][c:25]([OH:70])[c:26]([F:69])[c:27]([N:29]([c:30]2[cH:31][cH:32][c:33]([C:34]#[N:35])[cH:36][cH:37]2)[CH2:38][c:39]2[n:40]([C:50]([c:51]3[cH:52][cH:53][cH:54][cH:55][cH:56]3)([c:57]3[cH:58][cH:59][cH:60][cH:61][cH:62]3)[c:63]3[cH:64][cH:65][cH:66][cH:67][cH:68]3)[cH:41][c:42](-[c:44]3[cH:45][cH:46][cH:47][cH:48][cH:49]3)[n:43]2)[cH:28]1.[CH2:79]1[O:80][CH2:81][CH2:82][CH2:83]1.[OH:71][CH:72]1[CH2:73][CH2:74][N:75]([CH3:78])[CH2:76][CH2:77]1.[c:1]1([P:2]([c:3]2[cH:4][cH:5][cH:6][cH:7][cH:8]2)[c:9]2[cH:10][cH:11][cH:12][cH:13][cH:14]2)[cH:15][cH:16][cH:17][cH:18][cH:19]1>>[CH2:20]([CH3:21])[O:22][c:23]1[cH:24][c:25]([O:70][CH:72]2[CH2:73][CH2:74][N:75]([CH3:78])[CH2:76][CH2:77]2)[c:26]([F:69])[c:27]([N:29]([c:30]2[cH:31][cH:32][c:33]([C:34]#[N:35])[cH:36][cH:37]2)[CH2:38][c:39]2[n:40]([C:50]([c:51]3[cH:52][cH:53][cH:54][cH:55][cH:56]3)([c:57]3[cH:58][cH:59][cH:60][cH:61][cH:62]3)[c:63]3[cH:64][cH:65][cH:66][cH:67][cH:68]3)[cH:41][c:42](-[c:44]3[cH:45][cH:46][cH:47][cH:48][cH:49]3)[n:43]2)[cH:28]1. Starting materials: CCOc1cc(O)c(F)c(N(Cc2nc(-c3ccccc3)cn2C(c2ccccc2)(c2ccccc2)c2ccccc2)c2ccc(C#N)cc2)c1, C1CCOC1, CN1CCC(O)CC1, c1ccc(P(c2ccccc2)c2ccccc2)cc1. Product: CCOc1cc(OC2CCN(C)CC2)c(F)c(N(Cc2nc(-c3ccccc3)cn2C(c2ccccc2)(c2ccccc2)c2ccccc2)c2ccc(C#N)cc2)c1. Reactants: ClC1=C(C=CC(=C1)Cl)C1=NC=CC(=C1[N+](=O)[O-])C (2-(2,4-dichloro-phenyl)4-methyl-3-nitro-pyridine), C(C)O (ethanol), Cl (HCl), C(C)(=O)OC(C)=O (acetic anhydride). The reagents and catalysts are [Fe] (iron). Run in O (water), C1(=CC=CC=C1)C (toluene). Run at time 1 hour. Yields the product EtOAc hexanes, ClC1=C(C=CC(=C1)Cl)C1=NC=CC(=C1NC(C)=O)C (N-[2-(2,4-dichloro-phenyl)-4-methyl-pyridin-3-yl]-acetamide). Isolated yield 68.0%. Reaction SMILES: [Cl:1][C:2]1[CH:7]=[C:6]([Cl:8])[CH:5]=[CH:4][C:3]=1[C:9]1[C:14]([N+:15]([O-])=O)=[C:13]([CH3:18])[CH:12]=[CH:11][N:10]=1.[CH2:19]([OH:21])[CH3:20].Cl.C(OC(=O)C)(=O)C>[Fe].C1(C)C=CC=CC=1.O>[Cl:1][C:2]1[CH:7]=[C:6]([Cl:8])[CH:5]=[CH:4][C:3]=1[C:9]1[C:14]([NH:15][C:19](=[O:21])[CH3:20])=[C:13]([CH3:18])[CH:12]=[CH:11][N:10]=1. Procedure: To a mixture of 2-(2,4-dichloro-phenyl)4-methyl-3-nitro-pyridine (29; 1.15 g, 4.05 mmol), 10 mL of ethanol, 2.5 mL of water, and 0.5 mL of a concentrated HCl solution at 85° C. was added iron powder (1.37 g, 24.6 mmol). The grey suspension was stirred for 1 h, allowed to cool, and filtered through CELITE® 521 and the residual pad was washed well with methanol. The filtrate was concentrated, and the reddish-orange residue was partitioned between 50 mL of ethyl acetate and 50 mL of a saturated aqu... Starting materials: CCCCCCCCCCCCCCCC(O)C(C)NC(=O)OCc1ccccc1, CO. Product: CCCCCCCCCCCCCCCC(O)C(C)N. Reaction SMILES: [CH2:1]([O:2][C:3](=[O:4])[NH:11][CH:12]([CH3:13])[CH:14]([CH2:15][CH2:16][CH2:17][CH2:18][CH2:19][CH2:20][CH2:21][CH2:22][CH2:23][CH2:24][CH2:25][CH2:26][CH2:27][CH2:28][CH3:29])[OH:30])[c:5]1[cH:6][cH:7][cH:8][cH:9][cH:10]1.[CH3:31][OH:32]>>[NH2:11][CH:12]([CH3:13])[CH:14]([CH2:15][CH2:16][CH2:17][CH2:18][CH2:19][CH2:20][CH2:21][CH2:22][CH2:23][CH2:24][CH2:25][CH2:26][CH2:27][CH2:28][CH3:29])[OH:30]. Reactants: [OH-].[Na+] (sodium hydroxide), COC(=O)C1(CCC1)C1=CC=C(C=C1)NC1=NC(=NC2=C1CCC2)N2CCOCC2 (1-[4-(2-morpholin-4-yl-6,7-dihydro-5H-cyclopentapyrimidin-4-ylamino)-phenyl]-cyclobutanecarboxylic acid methyl ester). Solvent: O (water), CO (MeOH). Run at time 3 hour. The product is N1(CCOCC1)C1=NC2=C(C(=N1)NC1=CC=C(C=C1)C1(CCC1)C(=O)O)CCC2 (1-[4-(2-morpholin-4-yl-6,7-dihydro-5H-cyclopentapyrimidin-4-ylamino)-phenyl]-cyclobutanecarboxylic acid). Yield: 93.1%. Reaction SMILES: [OH-].[Na+].C[O:4][C:5]([C:7]1([C:11]2[CH:16]=[CH:15][C:14]([NH:17][C:18]3[C:23]4[CH2:24][CH2:25][CH2:26][C:22]=4[N:21]=[C:20]([N:27]4[CH2:32][CH2:31][O:30][CH2:29][CH2:28]4)[N:19]=3)=[CH:13][CH:12]=2)[CH2:10][CH2:9][CH2:8]1)=[O:6]>O.CO>[N:27]1([C:20]2[N:19]=[C:18]([NH:17][C:14]3[CH:13]=[CH:12][C:11]([C:7]4([C:5]([OH:6])=[O:4])[CH2:10][CH2:9][CH2:8]4)=[CH:16][CH:15]=3)[C:23]3[CH2:24][CH2:25][CH2:26][C:22]=3[N:21]=2)[CH2:28][CH2:29][O:30][CH2:31][CH2:32]1 |f:0.1|. Procedure: A solution of sodium hydroxide (0.588 g, 14.7 mmol) in water (15 mL) was added to a solution of 1-[4-(2-morpholin-4-yl-6,7-dihydro-5H-cyclopentapyrimidin-4-ylamino)-phenyl]-cyclobutanecarboxylic acid methyl ester (1.0 g, 2.45 mmol) in MeOH (15 mL) and stirred at a temperature in the range of 15° C. to 40° C. for 3 hours. Thereafter, MeOH was evaporated under reduced pressure and pH of the solution was adjusted to ˜4 by adding concentrated hydrochloric acid. The precipitated solid was filtered, w...